Dataset: the Open Reaction Database (ORD), a public repository of structured organic reaction records. Task: describe an organic reaction: reactants, conditions, products, and yield Reactants: [H-].[Li+] (LiH), FC=1C=C(C(NC1)=O)[C@@H]1N(CCC1)C1=NC=2N(C=C1)N=CC2C(=O)OCC ((R)-ethyl 5-(2-(5-fluoro-2-oxo-1,2-dihydropyridin-3-yl)pyrrolidin-1-yl)pyrazolo[1,5-a]pyrimidine-3-carboxylate), CI (MeI). The solvent is CN(C)C=O (DMF), CN(C)C=O (DMF). Run at temperature 0 celsius, time 30 minute. Product: FC=1C=C(C(N(C1)C)=O)[C@@H]1N(CCC1)C1=NC=2N(C=C1)N=CC2C(=O)OCC ((R)-ethyl 5-(2-(5-fluoro-1-methyl-2-oxo-1,2-dihydropyridin-3-yl)pyrrolidin-1-yl)pyrazolo[1,5-a]pyrimidine-3-carboxylate). The yield is 84.3%. Reaction SMILES: [F:1][C:2]1[CH:3]=[C:4]([C@H:9]2[CH2:13][CH2:12][CH2:11][N:10]2[C:14]2[CH:19]=[CH:18][N:17]3[N:20]=[CH:21][C:22]([C:23]([O:25][CH2:26][CH3:27])=[O:24])=[C:16]3[N:15]=2)[C:5](=[O:8])[NH:6][CH:7]=1.[H-].[Li+].[CH3:30]I>CN(C=O)C>[F:1][C:2]1[CH:3]=[C:4]([C@H:9]2[CH2:13][CH2:12][CH2:11][N:10]2[C:14]2[CH:19]=[CH:18][N:17]3[N:20]=[CH:21][C:22]([C:23]([O:25][CH2:26][CH3:27])=[O:24])=[C:16]3[N:15]=2)[C:5](=[O:8])[N:6]([CH3:30])[CH:7]=1 |f:1.2|. Reported procedure: To a suspension of (R)-ethyl 5-(2-(5-fluoro-2-oxo-1,2-dihydropyridin-3-yl)pyrrolidin-1-yl)pyrazolo[1,5-a]pyrimidine-3-carboxylate (0.73 g, 1.97 mmol) in DMF (10 mL) at 0° C. was added LiH (20 mg, 2.36 mmol). After stirring for 30 minutes, a solution of MeI (0.56 g, 3.93 mmol) in DMF (2 mL) was added and the reaction was stirred at ambient temperature for 17 hours. The reaction mixture was cooled to 0° C. and quenched with ice-water (30 mL). The mixture was extracted with EtOAc (3×), washed with ... The reactants are BrCC(=O)NC(C)C (2-bromo-N-isopropyl-acetamide), C([O-])([O-])=O.[K+].[K+] (potassium carbonate), FC=1C(=C(C(=O)N(C)C)C=C(C1)C=1C=C2C(=NC1)N(C=C2C2=C(C=CC=C2)OC)S(=O)(=O)C2=CC=C(C=C2)C)NC(C(F)(F)F)=O (3-fluoro-5-[3-(2-methoxy-phenyl)-1-(toluene-4-sulfonyl)-1H-pyrrolo[2,3-b]pyridin-5-yl]-N,N-dimethyl-2-(2,2,2-trifluoro-acetylamino)-benzamide), BrCC(=O)NC(C)C (2-bromo-N-isopropyl-acetamide), C([O-])([O-])=O.[K+].[K+] (potassium carbonate), [I-].[Na+] (sodium iodide). The solvent is CN(C=O)C (N,N-dimethylformamide). Reaction conditions: temperature 60 celsius, time 1 hour. The product is FC=1C(=C(C(=O)N(C)C)C=C(C1)C=1C=C2C(=NC1)NC=C2C2=C(C=CC=C2)OC)NCC(NC(C)C)=O (3-fluoro-2-[(isopropylcarbamoyl-methyl)-amino]-5-[3-(2-methoxy-phenyl)-1H-pyrrolo[2,3-b]pyridin-5-yl]-N,N-dimethyl-benzamide). Yield: 5.0%. As a reaction SMILES: [F:1][C:2]1[C:3]([NH:40]C(=O)C(F)(F)F)=[C:4]([CH:10]=[C:11]([C:13]2[CH:14]=[C:15]3[C:21]([C:22]4[CH:27]=[CH:26][CH:25]=[CH:24][C:23]=4[O:28][CH3:29])=[CH:20][N:19](S(C4C=CC(C)=CC=4)(=O)=O)[C:16]3=[N:17][CH:18]=2)[CH:12]=1)[C:5]([N:7]([CH3:9])[CH3:8])=[O:6].Br[CH2:48][C:49]([NH:51][CH:52]([CH3:54])[CH3:53])=[O:50].C(=O)([O-])[O-].[K+].[K+].[I-].[Na+]>CN(C)C=O>[F:1][C:2]1[C:3]([NH:40][CH2:48][C:49](=[O:50])[NH:51][CH:52]([CH3:54])[CH3:53])=[C:4]([CH:10]=[C:11]([C:13]2[CH:14]=[C:15]3[C:21]([C:22]4[CH:27]=[CH:26][CH:25]=[CH:24][C:23]=4[O:28][CH3:29])=[CH:20][NH:19][C:16]3=[N:17][CH:18]=2)[CH:12]=1)[C:5]([N:7]([CH3:9])[CH3:8])=[O:6] |f:2.3.4,5.6|. Reported procedure: To a scintillation vial was combined 40 mg (0.06 mmol) of 3-fluoro-5-[3-(2-methoxy-phenyl)-1-(toluene-4-sulfonyl)-1H-pyrrolo[2,3-b]pyridin-5-yl]-N,N-dimethyl-2-(2,2,2-trifluoro-acetylamino)-benzamide, 165 mg (0.092 mmol) of 2-bromo-N-isopropyl-acetamide, 17 mg (0.12 mmol) of potassium carbonate, and 0.5 mL N,N-dimethylformamide. The vial was heated in a heating block at 60° C. for 19 hours. 5.5 mg (0.03 mmol) 2-bromo-N-isopropyl-acetamide and 8.5 mg (0.06 mmol) potassium carbonate were added. Ad... Starting materials: C(C1=CC=CC=C1)OC1=C(C=O)C=C(C=C1)Br (2-benzyloxy-5-bromobenzaldehyde), C(CC(=O)O)(=O)O (malonic acid), N1CCCCC1 (piperidine), ice, Cl (hydrochloric acid). The solvent is N1=CC=CC=C1 (pyridine). Conditions: temperature 90 celsius, time 2 hour. Product: C(C1=CC=CC=C1)OC1=C(C=C(C=C1)Br)C=CC(=O)O (3-(2-Benzyloxy-5-bromophenyl)-acrylic Acid). RXN SMILES: [CH2:1]([O:8][C:9]1[CH:16]=[CH:15][C:14]([Br:17])=[CH:13][C:10]=1[CH:11]=O)[C:2]1[CH:7]=[CH:6][CH:5]=[CH:4][CH:3]=1.C(O)(=O)[CH2:19][C:20]([OH:22])=[O:21].N1CCCCC1.Cl>N1C=CC=CC=1>[CH2:1]([O:8][C:9]1[CH:16]=[CH:15][C:14]([Br:17])=[CH:13][C:10]=1[CH:11]=[CH:19][C:20]([OH:22])=[O:21])[C:2]1[CH:7]=[CH:6][CH:5]=[CH:4][CH:3]=1. Procedure details: A mixture of 2-benzyloxy-5-bromobenzaldehyde (0.10 mol), malonic acid (15.0 g), and piperidine (2.0 ml) in 150 ml of pyridine was first heated at 90° C. for 90 min and subsequently refluxed for 0.5 hrs. After cooling to room temperature, the reaction was poured on a mixture of ice (1 kg) and concentrated aqueous hydrochloric acid (250 ml). The solid material that precipitated after stirring for 2 hrs. was collected by suction and recrystallized from a minimum of boiling methanol. The reactants are 50, O (water), [N+](=O)(O)[O-].Cl/C(=C/N1C=NC=C1)/C1=C(C=C(C=C1)Cl)Cl ((E)-1-[2-chloro-2-(2,4-dichlorophenyl)ethenyl]-1H-imidazole mononitrate), C([O-])([O-])=O.[K+].[K+] (potassium carbonate). The solvent is ClC(Cl)Cl (trichloromethane). Yields the product Cl.Cl/C(=C/N1C=NC=C1)/C1=C(C=C(C=C1)Cl)Cl ((E)-1-[2-chloro-2-(2,4-dichlorophenyl)ethenyl]-1H-imidazole monohydrochloride). The yield is 86.0%. RXN SMILES: [N+]([O-])(O)=O.[Cl:5]/[C:6](/[C:13]1[CH:18]=[CH:17][C:16]([Cl:19])=[CH:15][C:14]=1[Cl:20])=[CH:7]/[N:8]1[CH:12]=[CH:11][N:10]=[CH:9]1.O.C(=O)([O-])[O-].[K+].[K+]>ClC(Cl)Cl>[ClH:5].[Cl:5]/[C:6](/[C:13]1[CH:18]=[CH:17][C:16]([Cl:19])=[CH:15][C:14]=1[Cl:20])=[CH:7]/[N:8]1[CH:12]=[CH:11][N:10]=[CH:9]1 |f:0.1,3.4.5,7.8|. Procedure: To a stirred mixture of 1.9 parts of (E)-1-[2-chloro-2-(2,4-dichlorophenyl)ethenyl]-1H-imidazole mononitrate in a mixture of 50 parts of water and 75 parts of trichloromethane was added 1.0 part of potassium carbonate. The whole was stirred till a clear solution was obtained (pH 8-9). The organic layer was separated, dried, filtered and evaporated. The residue was converted into the hydrochloride salt in 4-methyl-2-pentanone, 2,2'-oxybispropane and 2-propanol. The salt was filtered off and dried... The product is CCCCCCCCc1cnc(-c2ccc(O)c(F)c2)nc1. Reaction SMILES: [BrH:24].[CH3:1][O:2][c:3]1[c:4]([F:23])[cH:5][c:6](-[c:9]2[n:10][cH:11][c:12]([CH2:15][CH2:16][CH2:17][CH2:18][CH2:19][CH2:20][CH2:21][CH3:22])[cH:13][n:14]2)[cH:7][cH:8]1.[CH3:25][C:26](=[O:27])[OH:28]>>[OH:2][c:3]1[c:4]([F:23])[cH:5][c:6](-[c:9]2[n:10][cH:11][c:12]([CH2:15][CH2:16][CH2:17][CH2:18][CH2:19][CH2:20][CH2:21][CH3:22])[cH:13][n:14]2)[cH:7][cH:8]1. The reactants are Br, CCCCCCCCc1cnc(-c2ccc(OC)c(F)c2)nc1, CC(=O)O.